Dataset: the Open Reaction Database (ORD), a public repository of structured organic reaction records. Task: describe an organic reaction: reactants, conditions, products, and yield The reactants are C(C)(=O)OC=1C(=C(C(=O)OCC(Cl)(Cl)Cl)C(=C(C1)OC(C)=O)C)C (2,2,2-trichloroethyl 3,5-diacetoxy-dimethylbenzoate), BrN1C(CCC1=O)=O (N-bromosuccinimide). Run in C(Cl)(Cl)(Cl)Cl (carbontetrachloride). Product: C(C)(=O)OC=1C(=C(C(=O)OCC(Cl)(Cl)Cl)C(=C(C1)OC(C)=O)C)CBr (2,2,2-trichloroethyl 3,5-diacetoxy-2-bromomethyl-6-methylbenzoate). Reaction SMILES: [C:1]([O:4][C:5]1[C:6]([CH3:24])=[C:7]([C:16]([CH3:23])=[C:17]([O:19][C:20](=[O:22])[CH3:21])[CH:18]=1)[C:8]([O:10][CH2:11][C:12]([Cl:15])([Cl:14])[Cl:13])=[O:9])(=[O:3])[CH3:2].[Br:25]N1C(=O)CCC1=O>C(Cl)(Cl)(Cl)Cl>[C:20]([O:19][C:17]1[C:16]([CH2:23][Br:25])=[C:7]([C:6]([CH3:24])=[C:5]([O:4][C:1](=[O:3])[CH3:2])[CH:18]=1)[C:8]([O:10][CH2:11][C:12]([Cl:14])([Cl:13])[Cl:15])=[O:9])(=[O:22])[CH3:21]. Procedure: A mixture of 4.76 g 2,2,2-trichloroethyl 3,5-diacetoxy-dimethylbenzoate and 2.24 g N-bromosuccinimide in 36 ml of carbontetrachloride was heated at reflux temperature and with light irradiation for 30 minutes. The mixture was cooled in an ice bath and insoluble material was removed by filtration. The filtrate was diluted with methylene chloride, washed with water, dried over sodium sulphate and evaporated in vacuo to provide crude 2,2,2-trichloroethyl 3,5-diacetoxy-2-bromomethyl-6-methylbenzoate... Starting materials: N1CCOCC1 (morpholine), C(C)(=O)O (acetic acid), [BH-](OC(=O)C)(OC(=O)C)OC(=O)C.[Na+] (NaBH(OAc)3), C(=O)([O-])[O-].[K+].[K+] (K2CO3), CN1N=CC(=C1)C1=CN=C2C(=N1)N(N=N2)C[C@H]2OCCN(C2)C2=NC=C(C=N2)C2=CC=C(C=O)C=C2 ((S)-4-(2-(2-((6-(1-methyl-1H-pyrazol-4-yl)-1H-[1,2,3]triazolo[4,5-b]pyrazin-1-yl)methyl)morpholino)pyrimidin-5-yl)benzaldehyde). Solvent: C(Cl)Cl (methylene chloride). Run at time 18 hour. Product: CN1N=CC(=C1)C1=CN=C2C(=N1)N(N=N2)C[C@@H]2CN(CCO2)C2=NC=C(C=N2)C2=CC=C(C=C2)CN2CCOCC2 ((S)-2-((6-(1-methyl-1H-pyrazol-4-yl)-1H-[1,2,3]triazolo[4,5-b]pyrazin-1-yl)methyl)-4-(5-(4-(morpholinomethyl)phenyl)pyrimidin-2-yl)morpholine). Yield: 42.2%. As a reaction SMILES: [CH3:1][N:2]1[CH:6]=[C:5]([C:7]2[N:12]=[C:11]3[N:13]([CH2:16][C@@H:17]4[CH2:22][N:21]([C:23]5[N:28]=[CH:27][C:26]([C:29]6[CH:36]=[CH:35][C:32](C=O)=[CH:31][CH:30]=6)=[CH:25][N:24]=5)[CH2:20][CH2:19][O:18]4)[N:14]=[N:15][C:10]3=[N:9][CH:8]=2)[CH:4]=[N:3]1.[NH:37]1[CH2:42][CH2:41][O:40][CH2:39][CH2:38]1.[C:43](O)(=O)C.[BH-](OC(C)=O)(OC(C)=O)OC(C)=O.[Na+].C([O-])([O-])=O.[K+].[K+]>C(Cl)Cl>[CH3:1][N:2]1[CH:6]=[C:5]([C:7]2[N:12]=[C:11]3[N:13]([CH2:16][C@H:17]4[O:18][CH2:19][CH2:20][N:21]([C:23]5[N:28]=[CH:27][C:26]([C:29]6[CH:36]=[CH:35][C:32]([CH2:43][N:37]7[CH2:42][CH2:41][O:40][CH2:39][CH2:38]7)=[CH:31][CH:30]=6)=[CH:25][N:24]=5)[CH2:22]4)[N:14]=[N:15][C:10]3=[N:9][CH:8]=2)[CH:4]=[N:3]1 |f:3.4,5.6.7|. Reported procedure: (S)-4-(2-(2-((6-(1-methyl-1H-pyrazol-4-yl)-1H-[1,2,3]triazolo[4,5-b]pyrazin-1-yl)methyl)morpholino)pyrimidin-5-yl)benzaldehyde 40 mg (0.08 mmol) was dissolved in methylene chloride 3 ml, and morpholine 14 μl (0.17 mmol), acetic acid 5.7 μl (0.09 mmol), and NaBH(OAc)3 26.5 mg (0.12 mmol) were added and then charged with nitrogen, followed by stirring at room temperature for 18 hours. After the reaction, the reaction mixture was cooled and adjusted to pH 8 with K2CO3(aq.), followed by extraction w... The reactants are BrC1=CC=CC(=N1)C(=O)O (6-bromo-2-carboxypyridine), C1(=CC=CC=C1)P(C1=CC=CC=C1)(C1=CC=CC=C1)=CC=O ((Triphenylphosphoranylidene)acetaldehyde). Run in ClCCl (dichloromethane). Run at time 5 hour. The product is BrC1=CC=CC(=N1)/C=C/C=O ((E)-3-(6-bromopyridin-2-yl)acrylaldehyde). The yield is 67.4%. RXN SMILES: [Br:1][C:2]1[N:7]=[C:6]([C:8](O)=O)[CH:5]=[CH:4][CH:3]=1.C1(P(=[CH:30][CH:31]=[O:32])(C2C=CC=CC=2)C2C=CC=CC=2)C=CC=CC=1>ClCCl>[Br:1][C:2]1[N:7]=[C:6](/[CH:8]=[CH:30]/[CH:31]=[O:32])[CH:5]=[CH:4][CH:3]=1. Reported procedure: Solution of 6-bromo-2-carboxypyridine (3 g, 16.1 mmol) was dissolved in dichloromethane (100 mL). (Triphenylphosphoranylidene)acetaldehyde (4.9 g, 16.1 mmol) was added and obtained mixture was stirred at room temperature for 5 hrs. Dichloromethane was partially evaporated (to the volume about 50 mL) and reaction mixture was applied on chromatography column (SilicaGel 60) Products were eluted with dichloromethane. Fractions containing product were combined and evaporated to give 2.3 g of white po... Reactants: IC1=CC=C(C=C1)C1OC2=CC=C(C=C2C(=C1C1=CC(=CC=C1)OC1OCCCC1)C)OC1OCCCC1 (2-(4-iodophenyl)-4-methyl-6-((tetrahydro-2H-pyran-2-yl)oxy)-3-(3-((tetrahydro-2H-pyran-2-yl)oxy)phenyl)-2H-chromene), CNCCO (2-(methylamino)ethanol), FCCCI (1-fluoro-3-iodopropane). Yields the product FCCCN(CCOC1=CC=C(C=C1)C1OC2=CC=C(C=C2C(=C1C1=CC(=CC=C1)O)C)O)C (2-(4-(2-((3-Fluoropropyl)(methyl)amino)ethoxy)phenyl)-3-(3-hydroxyphenyl)-4-methyl-2H-chromen-6-ol). RXN SMILES: I[C:2]1[CH:7]=[CH:6][C:5]([CH:8]2[C:17]([C:18]3[CH:23]=[CH:22][CH:21]=[C:20]([O:24]C4CCCCO4)[CH:19]=3)=[C:16]([CH3:31])[C:15]3[C:10](=[CH:11][CH:12]=[C:13]([O:32]C4CCCCO4)[CH:14]=3)[O:9]2)=[CH:4][CH:3]=1.[CH3:39][NH:40][CH2:41][CH2:42][OH:43].[F:44][CH2:45][CH2:46][CH2:47]I>>[F:44][CH2:45][CH2:46][CH2:47][N:40]([CH3:39])[CH2:41][CH2:42][O:43][C:2]1[CH:3]=[CH:4][C:5]([CH:8]2[C:17]([C:18]3[CH:23]=[CH:22][CH:21]=[C:20]([OH:24])[CH:19]=3)=[C:16]([CH3:31])[C:15]3[C:10](=[CH:11][CH:12]=[C:13]([OH:32])[CH:14]=3)[O:9]2)=[CH:6][CH:7]=1. Procedure: The title compound was synthesized as described in general procedures F, I and J (z=1) using Intermediate 3 and 2-(methylamino)ethanol in general procedure F, and 1-fluoro-3-iodopropane in general procedure I. 1H NMR (400 MHz, DMSO-d6): δ 9.44 (s, 1H), 8.95 (s, 1H), 7.19 (d, 2H), 7.13 (t, 1H), 6.79 (d, 2H), 6.75-6.72 (m, 1H), 6.68 (d, 1H), 6.67-6.62 (m, 1H), 6.62-6.60 (m, 1H), 6.48 (s, 2H), 5.84 (s, 1H), 4.50 (t, 1H), 4.38 (t, 1H), 3.95 (t, 2H), 2.65 (t, 2H), 2.44 (t, 2H), 2.19 (s, 3H), 2.03 (s,... Reactants: [BH4-], ClC(Cl)(Cl)Cl, CCOC(=O)C(=O)c1cc(Cl)cn1CCOC(C)=O, CO, CC(=O)O, [Na+], O. Product: CCOC(=O)C(O)c1cc(Cl)cn1CCOC(C)=O. Reaction SMILES: [BH4-:6].[C:1]([Cl:2])([Cl:3])([Cl:4])[Cl:5].[C:8]([CH3:9])(=[O:10])[O:11][CH2:12][CH2:13][n:14]1[c:15]([C:20]([C:21](=[O:22])[O:23][CH2:24][CH3:25])=[O:26])[cH:16][c:17]([Cl:19])[cH:18]1.[CH3:27][OH:28].[CH3:30][C:31](=[O:32])[OH:33].[Na+:7].[OH2:29]>>[C:8]([CH3:9])(=[O:10])[O:11][CH2:12][CH2:13][n:14]1[c:15]([CH:20]([C:21](=[O:22])[O:23][CH2:24][CH3:25])[OH:26])[cH:16][c:17]([Cl:19])[cH:18]1. Starting materials: CS(=O)(=O)Cl (methanesulphonyl chloride), CN(CC(COC(C1=CC=CC=C1)(C1=CC=CC=C1)C1=CC=CC=C1)O)CCCCCCCCCCCCCCCCCC (3-(N-methyl-octadecylamino)-1-trityloxy-propan-2-ol), O (Water). Run in ClCCl (dichloromethane), ClCCl (dichloromethane), C(C)OCC (diethyl ether). Product: CN(CC(COC(C1=CC=CC=C1)(C1=CC=CC=C1)C1=CC=CC=C1)OS(=O)(=O)C)CCCCCCCCCCCCCCCCCC (3-(N-methyl-octadecylamino)-2-methanesulphonyloxy-1-trityloxy-propane). Yield: 82.1%. RXN SMILES: [CH3:1][N:2]([CH2:27][CH2:28][CH2:29][CH2:30][CH2:31][CH2:32][CH2:33][CH2:34][CH2:35][CH2:36][CH2:37][CH2:38][CH2:39][CH2:40][CH2:41][CH2:42][CH2:43][CH3:44])[CH2:3][CH:4]([OH:26])[CH2:5][O:6][C:7]([C:20]1[CH:25]=[CH:24][CH:23]=[CH:22][CH:21]=1)([C:14]1[CH:19]=[CH:18][CH:17]=[CH:16][CH:15]=1)[C:8]1[CH:13]=[CH:12][CH:11]=[CH:10][CH:9]=1.[CH3:45][S:46](Cl)(=[O:48])=[O:47].O>C(OCC)C.ClCCl>[CH3:1][N:2]([CH2:27][CH2:28][CH2:29][CH2:30][CH2:31][CH2:32][CH2:33][CH2:34][CH2:35][CH2:36][CH2:37][CH2:38][CH2:39][CH2:40][CH2:41][CH2:42][CH2:43][CH3:44])[CH2:3][CH:4]([O:26][S:46]([CH3:45])(=[O:48])=[O:47])[CH2:5][O:6][C:7]([C:14]1[CH:15]=[CH:16][CH:17]=[CH:18][CH:19]=1)([C:8]1[CH:13]=[CH:12][CH:11]=[CH:10][CH:9]=1)[C:20]1[CH:21]=[CH:22][CH:23]=[CH:24][CH:25]=1. Reported procedure: 18 g (30 mmol) of 2a was dissolved in 100 ml of dry diethyl ether and 50 ml of dichloromethane. 6.84 g (60 mmol) of methanesulphonyl chloride in 50 ml of dichloromethane was added under stirring, and the mixture was refluxed for 5 hours. Water was then added, and the organic phase was decanted, dried and evaporated. The crude product was chromatographed (eluent as in Step 2), yielding 16.7 g of 3a (80%). Reactants: ON1N=NC2=C1C=CC=C2 (1-Hydroxybenzotriazole), Cl.COC([C@@H](N)CC1=CNC2=CC=CC=C12)=O (L-tryptophan methyl ester hydrochloride), CN1CCOCC1 (N-methylmorpholine), Cl.CN(C1(CCC(CC1)CC(=O)O)C1=CC=CC=C1)C ((4-dimethylamino-4-phenylcyclohexyl)acetic acid hydrochloride), C1(CCCCC1)N=C=NC1CCCCC1 (Dicyclohexylcarbodiimide). Run in CN(C=O)C (dimethylformamide). Conditions: time 4 day. The product is COC([C@H](CC1=CNC2=CC=CC=C12)NC(CC1CCC(CC1)(C1=CC=CC=C1)N(C)C)=O)=O ((2S)-2-[2-(4-Dimethylamino-4-phenylcyclohexyl)acetylamino]-3-(1H-indol-3-yl)propanoic acid methyl ester). Isolated yield 20.4%. As a reaction SMILES: ON1C2C=CC=CC=2N=N1.Cl.[CH3:12][O:13][C:14](=[O:27])[C@H:15]([CH2:17][C:18]1[C:26]2[C:21](=[CH:22][CH:23]=[CH:24][CH:25]=2)[NH:20][CH:19]=1)[NH2:16].CN1CCOCC1.Cl.[CH3:36][N:37]([CH3:54])[C:38]1([C:48]2[CH:53]=[CH:52][CH:51]=[CH:50][CH:49]=2)[CH2:43][CH2:42][CH:41]([CH2:44][C:45](O)=[O:46])[CH2:40][CH2:39]1.C1(N=C=NC2CCCCC2)CCCCC1>CN(C)C=O>[CH3:12][O:13][C:14](=[O:27])[C@@H:15]([NH:16][C:45](=[O:46])[CH2:44][CH:41]1[CH2:40][CH2:39][C:38]([N:37]([CH3:54])[CH3:36])([C:48]2[CH:49]=[CH:50][CH:51]=[CH:52][CH:53]=2)[CH2:43][CH2:42]1)[CH2:17][C:18]1[C:26]2[C:21](=[CH:22][CH:23]=[CH:24][CH:25]=2)[NH:20][CH:19]=1 |f:1.2,4.5|. Reported procedure: 1-Hydroxybenzotriazole (546 mg, 4.0 mmol), L-tryptophan methyl ester hydrochloride (509 mg, 2.0 mmol) and N-methylmorpholine (0.666 ml, 6.0 mmol) were added to a solution of (4-dimethylamino-4-phenylcyclohexyl)acetic acid hydrochloride (596 mg, 2.0 mmol) in dry dimethylformamide under argon. Dicyclohexylcarbodiimide (834 mg, 4.0 mmol) was added at 0° C. and the mixture was stirred at RT for 4 d. Working up of the mixture was carried out by separating off the solid which had precipitated out (1.1...